Dataset: the Open Reaction Database (ORD), a public repository of structured organic reaction records. Task: describe an organic reaction: reactants, conditions, products, and yield Yields the product C(C)C1=NC(=CC(=C1)S(=O)(=O)C1=CC=C(C=C1)N)N1CCCC1 (4-(2-ethyl-6-pyrrolidin-1-yl-pyridine-4-sulfonyl)-phenylamine). Solvent: C(C)O (ethanol), [Pd] (Pd/C). Procedure details: 0.12 g (0.00036 Mol) 4-(2-Pyrrolidin-1-yl-6-vinyl-pyridine-4-sulfonyl)-phenylamine were dissolved in ethanol (36 ml) and hydrogenated under an atmosphere of H2 -gas with a catalytic amount of Pd/C (10%) at ambiente temperature for 3 h. After filtration and evaporation of the solvent the residue was chromatographed on SiO2 with ethyl acetate hexane 1:2. After drying in a high vacuum it was obtained 0.10 g (83%) 4-(2-ethyl-6-pyrrolidin-1-yl-pyridine-4-sulfonyl)-phenylamine as an offwhite solid; mp... Reactants: N1(CCCC1)C1=NC(=CC(=C1)S(=O)(=O)C1=CC=C(C=C1)N)C=C (4-(2-Pyrrolidin-1-yl-6-vinyl-pyridine-4-sulfonyl)-phenylamine). Isolated yield 83.8%. As a reaction SMILES: [N:1]1([C:6]2[CH:11]=[C:10]([S:12]([C:15]3[CH:20]=[CH:19][C:18]([NH2:21])=[CH:17][CH:16]=3)(=[O:14])=[O:13])[CH:9]=[C:8]([CH:22]=[CH2:23])[N:7]=2)[CH2:5][CH2:4][CH2:3][CH2:2]1>C(O)C.[Pd]>[CH2:22]([C:8]1[CH:9]=[C:10]([S:12]([C:15]2[CH:16]=[CH:17][C:18]([NH2:21])=[CH:19][CH:20]=2)(=[O:14])=[O:13])[CH:11]=[C:6]([N:1]2[CH2:5][CH2:4][CH2:3][CH2:2]2)[N:7]=1)[CH3:23].